describe an organic reaction: reactants, conditions, products, and yield From a dataset of the Open Reaction Database (ORD), a public repository of structured organic reaction records. Reactants: ClC=1C=C(C=C(C1C)Cl)C=1CC(C(NN1)=O)SC (6-(3,5-dichloro-4-methylphenyl)-4-methylthio-4,5-dihydro-3(2H)pyridazinone), Cl (hydrochloric acid). The solvent is O (water). Product: ClC=1C=C(C=C(C1C)Cl)C=1C=CC(NN1)=O (6-(3,5-dichloro-4-methylphenyl)-3(2H)pyridazinone). Yield: 90.0%. Reaction SMILES: [Cl:1][C:2]1[CH:3]=[C:4]([C:10]2[CH2:11][CH:12](SC)[C:13](=[O:16])[NH:14][N:15]=2)[CH:5]=[C:6]([Cl:9])[C:7]=1[CH3:8].Cl>O>[Cl:1][C:2]1[CH:3]=[C:4]([C:10]2[CH:11]=[CH:12][C:13](=[O:16])[NH:14][N:15]=2)[CH:5]=[C:6]([Cl:9])[C:7]=1[CH3:8]. Procedure: A mixture of 6.06 g (0.02 mole) of 6-(3,5-dichloro-4-methylphenyl)-4-methylthio-4,5-dihydro-3(2H)pyridazinone, prepared as described in Example 1(d), 20 ml of water and 5.2 ml of concentrated hydrochloric acid was heated under reflux for 2 hours. The mixture was then cooled and the resulting crystals were collected by filtration, air-dried, washed with a small amount of ethyl acetate and again air-dried, to give 4.59 g (yield 90%) of the desired 6-(3,5-dichloro-4-methylphenyl)-3(2H)pyridazinone,... Reactants: C1CCOC1, CNOC, CCOC(=O)C1C2CCC(C2)N1C(=O)OC(C)(C)C, CC(C)[Mg+], [Cl-], Cl. Product: CON(C)C(=O)C1C2CCC(C2)N1C(=O)OC(C)(C)C. As a reaction SMILES: [CH2:30]1[O:31][CH2:32][CH2:33][CH2:34]1.[CH3:7][NH:8][O:9][CH3:10].[CH:11]12[N:12]([C:23](=[O:24])[O:25][C:26]([CH3:27])([CH3:28])[CH3:29])[CH:13]([C:18]([O:20][CH2:19][CH3:21])=[O:22])[CH:14]([CH2:15][CH2:16]1)[CH2:17]2.[CH:2]([Mg+:3])([CH3:4])[CH3:5].[Cl-:1].[ClH:6]>>[CH3:7][N:8]([O:9][CH3:10])[C:18]([CH:13]1[N:12]([C:23](=[O:24])[O:25][C:26]([CH3:27])([CH3:28])[CH3:29])[CH:11]2[CH2:16][CH2:15][CH:14]1[CH2:17]2)=[O:20]. Starting materials: ClC=1C=C2C=C(NC2=C(C1)NC1CCCC1)C=1SC[C@H](N1)CCN1CCNCC1 ({5-Chloro-2-[(R)-4-(2-piperazin-1-yl-ethyl)-4,5-dihydro-thiazol-2-yl]-1H-indol-7-yl}-cyclopentyl-amine), C(CO)(=O)O (glycolic acid). The product is ClC=1C=C2C=C(NC2=C(C1)NC1CCCC1)C=1SC[C@H](N1)CCN1CCN(CC1)C(CO)=O (1-(4-{2-[(R)-2-(5-chloro-7-cyclopentylamino-1H-indol-2-yl)-4,5-dihydro-thiazol-4-yl]ethyl}-piperazin-1-yl)-2-hydroxy-ethanone). As a reaction SMILES: [Cl:1][C:2]1[CH:3]=[C:4]2[C:8](=[C:9]([NH:11][CH:12]3[CH2:16][CH2:15][CH2:14][CH2:13]3)[CH:10]=1)[NH:7][C:6]([C:17]1[S:18][CH2:19][C@@H:20]([CH2:22][CH2:23][N:24]3[CH2:29][CH2:28][NH:27][CH2:26][CH2:25]3)[N:21]=1)=[CH:5]2.[C:30](O)(=[O:33])[CH2:31][OH:32]>>[Cl:1][C:2]1[CH:3]=[C:4]2[C:8](=[C:9]([NH:11][CH:12]3[CH2:16][CH2:15][CH2:14][CH2:13]3)[CH:10]=1)[NH:7][C:6]([C:17]1[S:18][CH2:19][C@@H:20]([CH2:22][CH2:23][N:24]3[CH2:29][CH2:28][N:27]([C:31](=[O:32])[CH2:30][OH:33])[CH2:26][CH2:25]3)[N:21]=1)=[CH:5]2. Reported procedure: {5-Chloro-2-[(R)-4-(2-piperazin-1-yl-ethyl)-4,5-dihydro-thiazol-2-yl]-1H-indol-7-yl}-cyclopentyl-amine prepared in Example 160 and glycolic acid were reacted according to the same procedure as Step B of Preparation 101 to give the title compound. The reactants are FC=1C=C(CN2N=CC(=C2)C2=CN(C3=NC=C(C=C32)C=3C=NC(=CC3)N3CCNCC3)S(=O)(=O)C3=CC=C(C)C=C3)C=C(C1)F (3-(1-(3,5-difluorobenzyl)-1H-pyrazol-4-yl)-5-(6-(piperazin-1-yl)pyridin-3-yl)-1-tosyl-1H-pyrrolo[2,3-b]pyridine), CCN(C(C)C)C(C)C (DIPEA), FC=1C=C(CN2N=CC(=C2)C2=CNC3=NC=C(C=C32)C=3C=NC(=CC3)N3CCN(CC3)C)C=C(C1)F (3-(1-(3,5-difluorobenzyl)-1H-pyrazol-4-yl)-5-(6-(4-methylpiperazin-1-yl)pyridin-3-yl)-1H-pyrrolo[2,3-b]pyridine), C[C@@H]1OC1 ((S)-2-methyloxirane). The solvent is C(C)O (ethanol). Product: FC=1C=C(CN2N=CC(=C2)C2=CN(C3=NC=C(C=C32)C=3C=CC(=NC3)N3CCN(CC3)C[C@H](C)O)S(=O)(=O)C3=CC=C(C)C=C3)C=C(C1)F ((S)-1-(4-(5-(3-(1-(3,5-difluorobenzyl)-1H-pyrazol-4-yl)-1-tosyl-1H-pyrrolo[2,3-b]pyridin-5-yl)pyridin-2-yl)piperazin-1-yl)propan-2-ol). Yield: 82.3%. As a reaction SMILES: [F:1][C:2]1[CH:3]=[C:4]([CH:42]=[C:43]([F:45])[CH:44]=1)[CH2:5][N:6]1[CH:10]=[C:9]([C:11]2[C:19]3[C:14](=[N:15][CH:16]=[C:17]([C:20]4[CH:21]=[N:22][C:23]([N:26]5[CH2:31][CH2:30][NH:29][CH2:28][CH2:27]5)=[CH:24][CH:25]=4)[CH:18]=3)[N:13]([S:32]([C:35]3[CH:41]=[CH:40][C:38]([CH3:39])=[CH:37][CH:36]=3)(=[O:34])=[O:33])[CH:12]=2)[CH:8]=[N:7]1.FC1C=C(C=C(F)C=1)CN1C=C(C2C3C(=NC=C(C4C=NC(N5CCN(C)CC5)=CC=4)C=3)NC=2)C=N1.[CH3:82][C@H:83]1[CH2:85][O:84]1.CCN(C(C)C)C(C)C>C(O)C>[F:1][C:2]1[CH:3]=[C:4]([CH:42]=[C:43]([F:45])[CH:44]=1)[CH2:5][N:6]1[CH:10]=[C:9]([C:11]2[C:19]3[C:14](=[N:15][CH:16]=[C:17]([C:20]4[CH:25]=[CH:24][C:23]([N:26]5[CH2:27][CH2:28][N:29]([CH2:82][C@@H:83]([OH:84])[CH3:85])[CH2:30][CH2:31]5)=[N:22][CH:21]=4)[CH:18]=3)[N:13]([S:32]([C:35]3[CH:36]=[CH:37][C:38]([CH3:39])=[CH:40][CH:41]=3)(=[O:33])=[O:34])[CH:12]=2)[CH:8]=[N:7]1. Procedure: Using similar reaction conditions as described in step-i of example-82A, 3-(1-(3,5-difluorobenzyl)-1H-pyrazol-4-yl)-5-(6-(piperazin-1-yl)pyridin-3-yl)-1-tosyl-1H-pyrrolo[2,3-b]pyridine (step 2 compound of example 133) (100 mg, 0.16 mmol) was alkylated using (S)-2-methyloxirane (14 mg, 0.24 mmol), DIPEA (31 mg, 0.24 mmol) and ethanol (2 mL) to get 90 mg (82.5%) of the titled compound after purification by column (Silica gel 60/120) using 5% methanol in dichloromethane as eluent. MS: m/z=684.2 (M+... Reactants: NC1=CC(=C(OC2=CC(=NC3=CC(=C(C=C23)OC)OC)NC)C=C1)F ([4-(4-amino-2-fluoro-phenoxy)-6,7-dimethoxy-quinolin-2-yl]-methyl-amine), COC=1C=C2C(=CC(=NC2=CC1OC)SC)OC1=C(C=C(C=C1)NC(=O)C1(CC1)C(=O)NC1=CC=C(C=C1)F)F (N-(4-{[6,7-bis(methyloxy)-2-(methylthio)quinolin-4-yl]oxy}-3-fluorophenyl)-N′-(4-fluoro-phenyl)cyclopropane-1,1-dicarboxamide). Yields the product FC=1C=C(C=CC1OC1=CC(=NC2=CC(=C(C=C12)OC)OC)NC)NC(=O)C1(CC1)C(=O)NC1=CC=C(C=C1)F (N-(3-fluoro-4-{[2-(methylamino)-6,7-bis(methyloxy)quinolin-4-yl]oxy}phenyl)-N′-(4-fluorophenyl)cyclopropane-1,1-dicarboxamide), solid. Isolated yield 4.0%. RXN SMILES: [NH2:1][C:2]1[CH:24]=[CH:23][C:5]([O:6][C:7]2[C:16]3[C:11](=[CH:12][C:13]([O:19][CH3:20])=[C:14]([O:17][CH3:18])[CH:15]=3)[N:10]=[C:9]([NH:21][CH3:22])[CH:8]=2)=[C:4]([F:25])[CH:3]=1.COC1C=C2C(=CC=1OC)N=C(SC)C=C2OC1C=CC(N[C:50]([C:52]2([C:55]([NH:57][C:58]3[CH:63]=[CH:62][C:61]([F:64])=[CH:60][CH:59]=3)=[O:56])[CH2:54][CH2:53]2)=[O:51])=CC=1F>>[F:25][C:4]1[CH:3]=[C:2]([NH:1][C:50]([C:52]2([C:55]([NH:57][C:58]3[CH:63]=[CH:62][C:61]([F:64])=[CH:60][CH:59]=3)=[O:56])[CH2:54][CH2:53]2)=[O:51])[CH:24]=[CH:23][C:5]=1[O:6][C:7]1[C:16]2[C:11](=[CH:12][C:13]([O:19][CH3:20])=[C:14]([O:17][CH3:18])[CH:15]=2)[N:10]=[C:9]([NH:21][CH3:22])[CH:8]=1. Procedure details: ‘N-(3-fluoro-4-{[2-(methylamino)-6,7-bis(methyloxy)quinolin-4-yl]oxy}phenyl)-N′-(4-fluorophenyl)cyclopropane-1,1-dicarboxamide was synthesized from [4-(4-amino-2-fluoro-phenoxy)-6,7-dimethoxy-quinolin-2-yl]-methyl-amine in a similar manner as N-(4-{[6,7-bis(methyloxy)-2-(methylthio)quinolin-4-yl]oxy}-3-fluorophenyl)-N′-(4-fluoro-phenyl)cyclopropane-1,1-dicarboxamide. It was purified by preparatory HPLC using ammonium acetate and isolated as a white solid (6.0 mg, 4.0% yield). 1H NMR (DMSO-d6) δ ...